Dataset: the Open Reaction Database (ORD), a public repository of structured organic reaction records. Task: describe an organic reaction: reactants, conditions, products, and yield Reaction SMILES: [CH2:50]1[O:51][CH2:52][CH2:53][CH2:54]1.[CH3:1][C:2](=[O:3])[O:4][C:5](=[O:6])[CH3:7].[NH2:8][c:9]1[cH:10][c:11](-[c:15]2[n:16][c:17](-[c:20]3[c:21]([NH2:38])[n:22][c:23]([NH:25][c:26]4[cH:27][c:28]([O:36][CH3:37])[c:29]([O:34][CH3:35])[c:30]([O:32][CH3:33])[cH:31]4)[s:24]3)[s:18][cH:19]2)[cH:12][cH:13][cH:14]1.[O:45]=[CH:46][N:47]([CH3:48])[CH3:49].[cH:39]1[cH:40][cH:41][n:42][cH:43][cH:44]1>>[CH3:1][C:2](=[O:3])[NH:8][c:9]1[cH:10][c:11](-[c:15]2[n:16][c:17](-[c:20]3[c:21]([NH2:38])[n:22][c:23]([NH:25][c:26]4[cH:27][c:28]([O:36][CH3:37])[c:29]([O:34][CH3:35])[c:30]([O:32][CH3:33])[cH:31]4)[s:24]3)[s:18][cH:19]2)[cH:12][cH:13][cH:14]1. Starting materials: C1CCOC1, CC(=O)OC(C)=O, COc1cc(Nc2nc(N)c(-c3nc(-c4cccc(N)c4)cs3)s2)cc(OC)c1OC, CN(C)C=O, c1ccncc1. Product: COc1cc(Nc2nc(N)c(-c3nc(-c4cccc(NC(C)=O)c4)cs3)s2)cc(OC)c1OC. Starting materials: N1[C@H](C(=O)O)CCC1 (L-Proline), [N+](=O)([O-])C1=CC=C(C=C1)OC([C@@H](NC(=O)OCC1=CC=CC=C1)C(C(=O)O)CC1=CC=CC=C1)=O (N-carbobenzoxy-β-benzyl-L-aspartic acid p-nitrophenyl ester). Solvent: CN(C=O)C (dimethylformamide). Yields the product C(=O)(OCC1=CC=CC=C1)N[C@@H](C(C(O)=O)CC1=CC=CC=C1)C(=O)N1[C@H](C(=O)O)CCC1 (N-Carbobenzoxy-β-Benzyl-L-Aspartyl-L-Proline). Reaction SMILES: [NH:1]1[CH2:8][CH2:7][CH2:6][C@H:2]1[C:3]([OH:5])=[O:4].[N+](C1C=CC([O:18][C:19](=O)[C@H:20]([CH:32]([CH2:36][C:37]2[CH:42]=[CH:41][CH:40]=[CH:39][CH:38]=2)[C:33]([OH:35])=[O:34])[NH:21][C:22]([O:24][CH2:25][C:26]2[CH:31]=[CH:30][CH:29]=[CH:28][CH:27]=2)=[O:23])=CC=1)([O-])=O>CN(C)C=O>[C:22]([NH:21][C@H:20]([C:19]([N:1]1[CH2:8][CH2:7][CH2:6][C@H:2]1[C:3]([OH:5])=[O:4])=[O:18])[CH:32]([CH2:36][C:37]1[CH:42]=[CH:41][CH:40]=[CH:39][CH:38]=1)[C:33](=[O:34])[OH:35])([O:24][CH2:25][C:26]1[CH:27]=[CH:28][CH:29]=[CH:30][CH:31]=1)=[O:23]. Reported procedure: L-Proline (2.8 Kg) and N-carbobenzoxy-β-benzyl-L-aspartic acid p-nitrophenyl ester (10.5 Kg) are dissolved in a mixture of dimethylformamide (25-30 L) and distilled water (9-13 L). The pH of the solution is adjusted to 7.5-8.0 and maintained in this range by addition of diisopropylethylamine. The mixture is stirred at 20°-30° C. until the reaction is complete. The solution is diluted with ethyl acetate (45-55 L) and extracted with dilute hydrochloric acid (15-20 L). The aqueous layer is back ext...